This data is from the Open Reaction Database (ORD), a public repository of structured organic reaction records. The task is: describe an organic reaction: reactants, conditions, products, and yield The reactants are CCN1CCOCC1, CCN=C=NCCCN(C)C, CN1C(=O)N(c2cncnc2)CC1C(=O)O, NCc1cccc(C(F)(F)F)c1Cl, ClCCl, Cl, O, On1nnc2ccccc21. Product: CN1C(=O)N(c2cncnc2)CC1C(=O)NCc1cccc(C(F)(F)F)c1Cl. RXN SMILES: [CH2:17]([N:18]1[CH2:19][CH2:20][O:21][CH2:22][CH2:23]1)[CH3:24].[CH2:37]([N:38]=[C:39]=[N:40][CH2:41][CH2:42][CH2:43][N:44]([CH3:45])[CH3:46])[CH3:47].[CH3:1][N:2]1[C:3](=[O:16])[N:4]([c:10]2[cH:11][n:12][cH:13][n:14][cH:15]2)[CH2:5][CH:6]1[C:7](=[O:8])[OH:9].[Cl:48][c:49]1[c:50]([CH2:59][NH2:60])[cH:51][cH:52][cH:53][c:54]1[C:55]([F:56])([F:57])[F:58].[Cl:61][CH2:62][Cl:63].[ClH:36].[OH2:25].[OH:26][n:27]1[c:28]2[cH:29][cH:30][cH:31][cH:32][c:33]2[n:34][n:35]1>>[CH3:1][N:2]1[C:3](=[O:16])[N:4]([c:10]2[cH:11][n:12][cH:13][n:14][cH:15]2)[CH2:5][CH:6]1[C:7](=[O:9])[NH:60][CH2:59][c:50]1[c:49]([Cl:48])[c:54]([C:55]([F:56])([F:57])[F:58])[cH:53][cH:52][cH:51]1. Reactants: CC(C)(C)C1=CC=C(C=C1C1=C(C=CC(=C1)OC)F)COC1=C(C=C(C=C1)[C@@H](CC(=O)OC)CCC)C (Methyl (3R)-3-(4-(((6-(1,1-dimethylethyl)-2′-fluoro-5′-(methyloxy)-1,1′-biphenyl-3-yl)methyl)oxy)-3-methylphenyl)hexanoate), [Li+].[OH-] (LiOH). The solvent is C1CCOC1.CO (THF MeOH). Conditions: temperature 23 celsius, time 8 hour. Yields the product CC(C)(C)C1=CC=C(C=C1C1=C(C=CC(=C1)OC)F)COC1=C(C=C(C=C1)[C@@H](CC(=O)O)CCC)C ((3R)-3-(4-(((6-(1,1-Dimethylethyl)-2′-fluoro-5′-(methyloxy)-1,1′-biphenyl-3-yl)methyl)oxy)-3-methylphenyl)hexanoic acid). The yield is 64.1%. As a reaction SMILES: [CH3:1][C:2]([C:5]1[C:10]([C:11]2[CH:16]=[C:15]([O:17][CH3:18])[CH:14]=[CH:13][C:12]=2[F:19])=[CH:9][C:8]([CH2:20][O:21][C:22]2[CH:27]=[CH:26][C:25]([C@H:28]([CH2:34][CH2:35][CH3:36])[CH2:29][C:30]([O:32]C)=[O:31])=[CH:24][C:23]=2[CH3:37])=[CH:7][CH:6]=1)([CH3:4])[CH3:3].[Li+].[OH-]>C1COCC1.CO>[CH3:4][C:2]([C:5]1[C:10]([C:11]2[CH:16]=[C:15]([O:17][CH3:18])[CH:14]=[CH:13][C:12]=2[F:19])=[CH:9][C:8]([CH2:20][O:21][C:22]2[CH:27]=[CH:26][C:25]([C@H:28]([CH2:34][CH2:35][CH3:36])[CH2:29][C:30]([OH:32])=[O:31])=[CH:24][C:23]=2[CH3:37])=[CH:7][CH:6]=1)([CH3:1])[CH3:3] |f:1.2,3.4|. Procedure details: To a solution of 27.5 (0.039 g, 0.076 mmol) in THF/MeOH (2/1) (1.5 mL) was added LiOH (0.50 mL, 0.50 mmol). The resulting mixture was stirred overnight at 23° C., quenched with excess 1 N HCl, and extracted with EtOAc. The combined organic layers were dried over Na2SO4 and concentrated. The crude residue was purified by silica gel chromatography (0 to 40% EtOAc/hexanes) to afford a 27 (0.024 g, 64% yield). MS ESI (neg.) m/e: 491.2 (M−H)+. The reactants are [H-], CI, Nc1nc(Cl)c2[nH]cnc2n1, [Na+], CN(C)C=O. The product is Cn1cnc2c(Cl)nc(N)nc21. RXN SMILES: [H-:12].[I:14][CH3:15].[NH2:1][c:2]1[n:3][c:4]([Cl:11])[c:5]2[nH:6][cH:7][n:8][c:9]2[n:10]1.[Na+:13].[O:16]=[CH:17][N:18]([CH3:19])[CH3:20]>>[NH2:1][c:2]1[n:3][c:4]([Cl:11])[c:5]2[n:6][cH:7][n:8]([CH3:15])[c:9]2[n:10]1. The reactants are CCOCC, [Cl-], Clc1ccc(-c2ccccc2)cn1, O=[N+]([O-])O, CCCCc1ccc(N)nc1, N, [NH4+], [Na], O, O, O, O, O, O. The product is Nc1ccc(-c2ccccc2)cn1. Reaction SMILES: [CH3:39][CH2:40][O:41][CH2:42][CH3:43].[Cl-:26].[Cl:1][c:2]1[n:3][cH:4][c:5](-[c:8]2[cH:9][cH:10][cH:11][cH:12][cH:13]2)[cH:6][cH:7]1.[N+:22]([O-:23])([OH:24])=[O:25].[NH2:28][c:29]1[cH:30][cH:31][c:32]([CH2:33][CH2:34][CH2:35][CH3:36])[cH:37][n:38]1.[NH3:15].[NH4+:27].[Na:14].[OH2:16].[OH2:17].[OH2:18].[OH2:19].[OH2:20].[OH2:21]>>[c:2]1([NH2:22])[n:3][cH:4][c:5](-[c:8]2[cH:9][cH:10][cH:11][cH:12][cH:13]2)[cH:6][cH:7]1.